This data is from the Open Reaction Database (ORD), a public repository of structured organic reaction records. The task is: describe an organic reaction: reactants, conditions, products, and yield The reactants are C=C(C(=O)O)c1c(F)c(F)c(C(=O)OC)c(F)c1F, CN(C)C=O. RXN SMILES: [C:1]([OH:3])([C:4](=[CH2:2])[c:6]1[c:7]([F:19])[c:8]([F:18])[c:9]([C:10](=[O:11])[O:12][CH3:13])[c:14]([F:17])[c:15]1[F:16])=[O:5].[CH3:20][N:21]([CH3:22])[CH:23]=[O:24]>>[CH2:1]=[CH:4][c:6]1[c:7]([F:19])[c:8]([F:18])[c:9]([C:10](=[O:11])[O:12][CH3:13])[c:14]([F:17])[c:15]1[F:16]. The product is C=Cc1c(F)c(F)c(C(=O)OC)c(F)c1F. Reactants: O=C([O-])O, CCO, NCCc1ccc(Cl)cc1Cl, COCc1nc(Cl)cc(Cl)n1, [Na+], O. Yields the product COCc1nc(Cl)cc(NCCc2ccc(Cl)cc2Cl)n1. Reaction SMILES: [C:23](=[O:24])([OH:25])[O-:26].[CH3:29][CH2:30][OH:31].[Cl:12][c:13]1[c:14]([CH2:20][CH2:21][NH2:22])[cH:15][cH:16][c:17]([Cl:19])[cH:18]1.[Cl:1][c:2]1[n:3][c:4]([CH2:9][O:10][CH3:11])[n:5][c:6]([Cl:8])[cH:7]1.[Na+:27].[OH2:28]>>[c:2]1([NH:22][CH2:21][CH2:20][c:14]2[c:13]([Cl:12])[cH:18][c:17]([Cl:19])[cH:16][cH:15]2)[n:3][c:4]([CH2:9][O:10][CH3:11])[n:5][c:6]([Cl:8])[cH:7]1. The reactants are ester, C(C)OC(=O)C1=C(N(N=C1)C1=CC=CC=C1)OC (4-Ethoxycarbonyl-3-methoxy-2-phenylpyrazole). Solvent: [OH-].[Na+] (sodium hydroxide). Yields the product COC=1N(N=CC1C(=O)O)C1=CC=CC=C1 (3-Methoxy-2-phenyl pyrazole-4-carboxylic acid). RXN SMILES: C([O:3][C:4]([C:6]1[CH:10]=[N:9][N:8]([C:11]2[CH:16]=[CH:15][CH:14]=[CH:13][CH:12]=2)[C:7]=1[O:17][CH3:18])=[O:5])C>[OH-].[Na+]>[CH3:18][O:17][C:7]1[N:8]([C:11]2[CH:16]=[CH:15][CH:14]=[CH:13][CH:12]=2)[N:9]=[CH:10][C:6]=1[C:4]([OH:5])=[O:3] |f:1.2|. Procedure details: The ester prepared as described in (a) above (390 mg, 1.58 mmol) in lN sodium hydroxide (10 ml) was refluxed for 3 hours under nitrogen and then allowed to cool and the solution was washed with ethyl acetate. The aqueous layer was then acidified to pH 2(HCl) whereupon the title compound precipitated out and was filtered and washed with water followed by drying under vacuum (268 mg, 78%), νmax (Nujol) 1680, 1595, 1560 cm-1 δ (D6 -Acetone) 4.24 (3H,s,--OCH3),7.74 (5H,m, phenyl protons), 8.06 (1H,s... The solvent is C1CCOC1 (THF), C(C)(=O)OCC (ethyl acetate). The reactants are CN1N=CC(=C1)B1OC(C(O1)(C)C)(C)C (1-methyl-4-(4,4,5,5-tetramethyl-1,3,2-dioxaborolan-2-yl)-1H-pyrazole), ClC1=CC=C(C=N1)CC=1C=C2C(N(C=NC2=C2C1C=NC=C2)[C@@H]2[C@H](CCCC2)O)=O (6-[(6-chloropyridin-3-yl)methyl]-3-[(1S,2S)-2-hydroxycyclohexyl]pyrido[3,4-h]quinazolin-4(3H)-one), C([O-])([O-])=O.[Cs+].[Cs+] (cesium carbonate), CN1N=CC(=C1)B1OC(C(O1)(C)C)(C)C (1-methyl-4-(4,4,5,5-tetramethyl-1,3,2-dioxaborolan-2-yl)-1H-pyrazole). The reagents and catalysts are CC(C)([P](C(C)(C)C)([Pd][P](C(C)(C)C)(C(C)(C)C)C(C)(C)C)C(C)(C)C)C (bis(tri-tert-butylphosphine)palladium(0)), CC(C)([P](C(C)(C)C)([Pd][P](C(C)(C)C)(C(C)(C)C)C(C)(C)C)C(C)(C)C)C (bis(tri-tert-butylphosphine)palladium(0)). Product: O[C@@H]1[C@H](CCCC1)N1C=NC2=C3C(=C(C=C2C1=O)CC=1C=NC(=CC1)C=1C=NN(C1)C)C=NC=C3 (3-[(1S,2S)-2-Hydroxycyclohexyl]-6-{[6-(1-methyl-1H-pyrazol-4-yl)pyridine-3-yl]methyl}pyrido[3,4-h]quinazolin-4(3H)-one). Run at temperature 85 celsius, time 5 hour. Reaction SMILES: Cl[C:2]1[N:7]=[CH:6][C:5]([CH2:8][C:9]2[CH:10]=[C:11]3[C:16](=[C:17]4[CH:22]=[CH:21][N:20]=[CH:19][C:18]=24)[N:15]=[CH:14][N:13]([C@H:23]2[CH2:28][CH2:27][CH2:26][CH2:25][C@@H:24]2[OH:29])[C:12]3=[O:30])=[CH:4][CH:3]=1.C(=O)([O-])[O-].[Cs+].[Cs+].[CH3:37][N:38]1[CH:42]=[C:41](B2OC(C)(C)C(C)(C)O2)[CH:40]=[N:39]1>C1COCC1.C(OCC)(=O)C.CC(C)([P](C(C)(C)C)([Pd][P](C(C)(C)C)(C(C)(C)C)C(C)(C)C)C(C)(C)C)C>[OH:29][C@H:24]1[CH2:25][CH2:26][CH2:27][CH2:28][C@@H:23]1[N:13]1[C:12](=[O:30])[C:11]2[C:16](=[C:17]3[CH:22]=[CH:21][N:20]=[CH:19][C:18]3=[C:9]([CH2:8][C:5]3[CH:6]=[N:7][C:2]([C:41]4[CH:40]=[N:39][N:38]([CH3:37])[CH:42]=4)=[CH:3][CH:4]=3)[CH:10]=2)[N:15]=[CH:14]1 |f:1.2.3,^1:65,71|. Procedure: To a solution of 6-[(6-chloropyridin-3-yl)methyl]-3-[(1S,2S)-2-hydroxycyclohexyl]pyrido[3,4-h]quinazolin-4(3H)-one (Example 1, 0.070 g, 0.17 mmol) in 2 mL of THF under an atmosphere of nitrogen was added cesium carbonate (0.33 mL, 1 N aqueous, 0.33 mmol), 1-methyl-4-(4,4,5,5-tetramethyl-1,3,2-dioxaborolan-2-yl)-1H-pyrazole (0.052 g, 0.19 mmol), and bis(tri-tert-butylphosphine)palladium(0) (10 mol %). The reaction was heated at 85° C. for 20 h, and additional 1-methyl-4-(4,4,5,5-tetramethyl-1,3,2... Starting materials: [BH4-], CC(C)(C)CCN, CO, COc1cc(C=O)ccc1Oc1cnc(C(N)=O)cn1, [Na+]. Product: COc1cc(CNCCC(C)(C)C)ccc1Oc1cnc(C(N)=O)cn1. As a reaction SMILES: [BH4-:28].[CH3:21][C:22]([CH2:23][CH2:24][NH2:25])([CH3:26])[CH3:27].[CH3:30][OH:31].[CH:1](=[O:2])[c:3]1[cH:4][c:5]([O:19][CH3:20])[c:6]([O:7][c:8]2[n:9][cH:10][c:11]([C:14](=[O:15])[NH2:16])[n:12][cH:13]2)[cH:17][cH:18]1.[Na+:29]>>[CH2:1]([c:3]1[cH:4][c:5]([O:19][CH3:20])[c:6]([O:7][c:8]2[n:9][cH:10][c:11]([C:14](=[O:15])[NH2:16])[n:12][cH:13]2)[cH:17][cH:18]1)[NH:25][CH2:24][CH2:23][C:22]([CH3:21])([CH3:26])[CH3:27]. Reactants: N1N=NN=C1CC=1C=CC2=C(C(=CO2)C2=CC=CC=C2)C1 (5-tetrazolylmethyl-3-phenylbenzofuran), C(Cl)(Cl)Cl (chloroform), BrBr (bromine). The solvent is O1CCOCC1 (dioxane). Reaction conditions: temperature 0 celsius. Product: BrC=1OC2=C(C1C1=CC=CC=C1)C=C(C=C2)CC2=NN=NN2 (2-bromo-3-phenyl-5-(1H-tetrazol-5yl)methylbenzofuran). RXN SMILES: [NH:1]1[C:5]([CH2:6][C:7]2[CH:8]=[CH:9][C:10]3[O:14][CH:13]=[C:12]([C:15]4[CH:20]=[CH:19][CH:18]=[CH:17][CH:16]=4)[C:11]=3[CH:21]=2)=[N:4][N:3]=[N:2]1.C(Cl)(Cl)Cl.[Br:26]Br>O1CCOCC1>[Br:26][C:13]1[O:14][C:10]2[CH:9]=[CH:8][C:7]([CH2:6][C:5]3[NH:1][N:2]=[N:3][N:4]=3)=[CH:21][C:11]=2[C:12]=1[C:15]1[CH:20]=[CH:19][CH:18]=[CH:17][CH:16]=1. Procedure details: To a stirred solution of 2.8 g. (0.01 mole) of 5-tetrazolylmethyl-3-phenylbenzofuran in 100 ml. of chloroform and 20 ml. of dioxane is added dropwise 1.6 g. (0.01 mole) of bromine. After 45 minutes the mixture is cooled to 0° C., then the product is separated by filtration and washed with chloroform. Recrystallization from aqueous ethanol provides 2-bromo-3-phenyl-5-(1H-tetrazol-5yl)methylbenzofuran m.p. 215°-217° C. Starting materials: O=C=NC(=O)c1ccccc1, Cc1ccccc1, O=C1Cc2ccccc2N1. Yields the product O=C(NC(=O)N1C(=O)Cc2ccccc21)c1ccccc1. As a reaction SMILES: [C:11]([c:12]1[cH:13][cH:14][cH:15][cH:16][cH:17]1)(=[O:18])[N:19]=[C:20]=[O:21].[CH3:22][c:23]1[cH:24][cH:25][cH:26][cH:27][cH:28]1.[NH:1]1[C:2](=[O:10])[CH2:3][c:4]2[cH:5][cH:6][cH:7][cH:8][c:9]21>>[N:1]1([C:20]([NH:19][C:11]([c:12]2[cH:13][cH:14][cH:15][cH:16][cH:17]2)=[O:18])=[O:21])[C:2](=[O:10])[CH2:3][c:4]2[cH:5][cH:6][cH:7][cH:8][c:9]21. Reactants: COC=1C=CC(=NC1)C (5-methoxy-2-methyl-pyridine), C1CCOC1 (THF), ice, COC=1C=C(C#N)C=C(C1OC)OC (3,4,5-trimethoxybenzonitrile), C1CCOC1 (THF), [Li]CCCC (n-BuLi), CCCCCC (hexane), C(C)(C)NC(C)C (diisopropylamine), C1CCOC1 (THF). Conditions: time 10 minute. The product is COC=1C=CC(=NC1)CC(=O)C1=CC(=C(C(=C1)OC)OC)OC (2-(5-methoxypyridin-2-yl)-1-(3,4,5-trimethoxyphenyl)ethanone). Isolated yield 75.0%. As a reaction SMILES: [Li]CCCC.CCCCCC.C(NC(C)C)(C)C.[CH3:19][O:20][C:21]1[CH:22]=[CH:23][C:24]([CH3:27])=[N:25][CH:26]=1.[CH3:28][O:29][C:30]1[CH:31]=[C:32]([CH:35]=[C:36]([O:40][CH3:41])[C:37]=1[O:38][CH3:39])[C:33]#N.C1C[O:45]CC1>>[CH3:19][O:20][C:21]1[CH:22]=[CH:23][C:24]([CH2:27][C:33]([C:32]2[CH:31]=[C:30]([O:29][CH3:28])[C:37]([O:38][CH3:39])=[C:36]([O:40][CH3:41])[CH:35]=2)=[O:45])=[N:25][CH:26]=1. Procedure details: n-BuLi in hexane (1.6 M, 7.6 mL, 11.9 mmol) was added dropwise to a solution of diisopropylamine (1.089 g, 10.9 mmol) in THF (25 mL) at −60 to −70° C. under N2. The mixture was stirred for 10 min. A solution of 5-methoxy-2-methyl-pyridine (1.274 g, 10.35 mmol) in THF (5 mL) was added dropwise to the above mixture. Stirring was continued for another 10 min and 3,4,5-trimethoxybenzonitrile (1.88 g, 9.74 mmol) in THF (5 mL) was added at −70° C. The mixture was stirred at −78° C. for 1 h and then al... The reactants are OC1=C(C=CC=C1)NC(=O)C=1C=2C=CNC2C=CC1 (N-(2-hydroxyphenyl)-1H-indol-4-carboxamide), aqueous solution, [OH-].[Na+] (sodium hydroxide), 2-tetrabutylammonium, N1(CCCCC1)CCCl (2-piperidino-1-chloroethane). Run in C1=CC=CC=C1 (benzene), C(C)#N (acetonitrile). Yields the product N1(CCCCC1)CCOC1=C(C=CC=C1)NC(=O)C=1C=2C=CNC2C=CC1 (N-[2-[2-(1-piperidinyl)ethoxy]phenyl]-1H-indol-4-carboxamide). Yield: 83.3%. As a reaction SMILES: [OH:1][C:2]1[CH:7]=[CH:6][CH:5]=[CH:4][C:3]=1[NH:8][C:9]([C:11]1[C:12]2[CH:13]=[CH:14][NH:15][C:16]=2[CH:17]=[CH:18][CH:19]=1)=[O:10].[OH-].[Na+].[N:22]1([CH2:28][CH2:29]Cl)[CH2:27][CH2:26][CH2:25][CH2:24][CH2:23]1>C1C=CC=CC=1.C(#N)C>[N:22]1([CH2:28][CH2:29][O:1][C:2]2[CH:7]=[CH:6][CH:5]=[CH:4][C:3]=2[NH:8][C:9]([C:11]2[C:12]3[CH:13]=[CH:14][NH:15][C:16]=3[CH:17]=[CH:18][CH:19]=2)=[O:10])[CH2:27][CH2:26][CH2:25][CH2:24][CH2:23]1 |f:1.2|. Reported procedure: 3 g of N-(2-hydroxyphenyl)-1H-indol-4-carboxamide in 50 ml of benzene, 25 ml of acetonitrile and 50 ml of a 5N aqueous solution of sodium hydroxide were heated to 60° C. for 3 hours with stirring under an inert atmosphere with 0.4 g of 2-tetrabutylammonium hydrogenosulfate and 2.2 g of 2-piperidino-1-chloroethane. After cooling, decanting, extracting with ethyl acetate and purifying by chromatography over silica (eluent: ethyl acetate--triethylamine, 9-1), 3.6 g of N-[2-[2-(1-piperidinyl)ethoxy]... Reactants: ClC1=C(OC2CN(C2)C(=O)Cl)C(=CC=C1)C (3-(2-chloro-6-methylphenoxy)-1-azetidinecarbonyl chloride), CN (monomethylamine). Run in O (water), O1CCCC1 (tetrahydrofuran). Reaction conditions: time 72 hour. Product: ClC1=C(OC2CN(C2)C(=O)NC)C(=CC=C1)C (3-(2-Chloro-6-methyphenoxy)-N-methyl-1-azetidinecarboxamide). Yield: 146.6%. As a reaction SMILES: [Cl:1][C:2]1[CH:15]=[CH:14][CH:13]=[C:12]([CH3:16])[C:3]=1[O:4][CH:5]1[CH2:8][N:7]([C:9](Cl)=[O:10])[CH2:6]1.[CH3:17][NH2:18]>O1CCCC1.O>[Cl:1][C:2]1[CH:15]=[CH:14][CH:13]=[C:12]([CH3:16])[C:3]=1[O:4][CH:5]1[CH2:8][N:7]([C:9]([NH:18][CH3:17])=[O:10])[CH2:6]1. Procedure details: A stirred solution of 3.9 g (0.015 mole) of 3-(2-chloro-6-methylphenoxy)-1-azetidinecarbonyl chloride in 20 mL of tetrahydrofuran was treated all at once with 3.5 mL (0.045 mole) of 40% aqueous monomethylamine. After stirring for 72 h the reaction mixture was diluted with 200 mL of water and the precipitated solid collected by filtration to give 5.6 g of wet white product. The crude product was recrystallized (after drying) from benzene/ligroin, yielding 2.9 g (75.9%) of white crystalline produc...